This data is from the Open Reaction Database (ORD), a public repository of structured organic reaction records. The task is: describe an organic reaction: reactants, conditions, products, and yield Reactants: CSSC (methyl disulfide), [Cl-].[NH4+] (ammonium chloride), BrC1=CNC=2N=CN=C(C21)Cl (5-bromo-4-chloro-7H-pyrrolo[2,3-d]pyrimidine), C(CCC)[Li] (n-butyl lithium). Run in O1CCCC1 (tetrahydrofuran), C1CCOC1 (THF). Reaction conditions: temperature -78 celsius, time 45 minute. Yields the product ClC=1C2=C(N=CN1)NC=C2SC (4-Chloro-5-methylthio-7H-pyrrolo[2,3-d]pyrimidine). As a reaction SMILES: Br[C:2]1[C:10]2[C:9]([Cl:11])=[N:8][CH:7]=[N:6][C:5]=2[NH:4][CH:3]=1.C([Li])CCC.[CH3:17][S:18]SC.[Cl-].[NH4+]>C1COCC1>[Cl:11][C:9]1[C:10]2[C:2]([S:18][CH3:17])=[CH:3][NH:4][C:5]=2[N:6]=[CH:7][N:8]=1 |f:3.4|. Procedure details: A solution of 5-bromo-4-chloro-7H-pyrrolo[2,3-d]pyrimidine (Example 35) (2.53 g, 10 mmol) in THF (30 mL) was cooled to -78° C. and a solution of n-butyl lithium (12 mL of 2.3M solution, 25 mmol) was added keeping the reaction temperature below -72° C. The reaction mixture was stirred at -78° C. for 45 min, a solution of methyl disulfide (0.95 mL, 10 mmol) in tetrahydrofuran (10 mL) was added over a period of 30 minutes maintaining the temperature below -72° C. The reaction mixture was stirred at... The reactants are C(C)(C)(C)[Mg]Cl (tert-butylmagnesium chloride), N1=C(Cl)N=C(Cl)N=C1Cl (cyanuric chloride), [NH4+].[Cl-] (NH4Cl). Reagents/catalysts: [Cu]I (CuI). Solvent: C1CCOC1 (THF). Reaction conditions: temperature -10 celsius. Yields the product C(C)(C)(C)C1=NC(=NC(=N1)Cl)Cl (2-(tert-butyl)-4,6-dichloro-1,3,5-triazine). RXN SMILES: [N:1]1[C:8]([Cl:9])=[N:7][C:5]([Cl:6])=[N:4][C:2]=1Cl.[C:10]([Mg]Cl)([CH3:13])([CH3:12])[CH3:11].[NH4+].[Cl-]>C1COCC1.[Cu]I>[C:10]([C:2]1[N:4]=[C:5]([Cl:6])[N:7]=[C:8]([Cl:9])[N:1]=1)([CH3:13])([CH3:12])[CH3:11] |f:2.3|. Procedure details: Dissolved cyanuric chloride (4.2 g, 22.9 mmol) and CuI (0.22 g, 1.1 mmol) in anhydrous THF (12 mL) and cooled to −10° C. under N2. Added tert-butylmagnesium chloride (1.0M in THF, 25.4 mL) slowly over 20 min. Added saturated NH4Cl (5 mL) and warmed reaction to room temperature. Extracted mixture with CH2Cl2 (4×75 mL). Washed organic layer with water (35 mL) and saturated NaCl (35 mL) then dried (Na2SO4) and concentrated. Purified the product by filtration through a pad of silica gel eluting with... The reactants are CCOC(=O)C1CCCN(C(=O)C=Cc2ccc(Sc3ccccc3C(C)C)c([N+](=O)[O-])c2)C1, [K+], [Na+], [OH-], [OH-]. The product is CC(C)c1ccccc1Sc1ccc(C=CC(=O)N2CCCC(C(=O)O)C2)cc1[N+](=O)[O-]. As a reaction SMILES: [CH:1]([CH3:2])([CH3:3])[c:4]1[c:5]([S:10][c:11]2[c:12]([N+:32](=[O:33])[O-:34])[cH:13][c:14]([CH:17]=[CH:18][C:19](=[O:20])[N:21]3[CH2:22][CH:23]([C:27](=[O:28])[O:29][CH2:30][CH3:31])[CH2:24][CH2:25][CH2:26]3)[cH:15][cH:16]2)[cH:6][cH:7][cH:8][cH:9]1.[K+:36].[Na+:38].[OH-:35].[OH-:37]>>[CH:1]([CH3:2])([CH3:3])[c:4]1[c:5]([S:10][c:11]2[c:12]([N+:32](=[O:33])[O-:34])[cH:13][c:14]([CH:17]=[CH:18][C:19](=[O:20])[N:21]3[CH2:22][CH:23]([C:27](=[O:28])[OH:29])[CH2:24][CH2:25][CH2:26]3)[cH:15][cH:16]2)[cH:6][cH:7][cH:8][cH:9]1. Reactants: O=C([O-])[O-], CCOC(=O)c1cccc(-c2ccc(CSCCO)cc2)c1, CCOC(=O)c1ccccc1-c1ccccc1CBr, [K+], [K+], CN(C)C=O, OCCS. The product is CCOC(=O)c1ccccc1-c1ccccc1CSCCO. Reaction SMILES: [C:46](=[O:47])([O-:48])[O-:49].[CH2:1]([O:2][C:3]([c:4]1[cH:5][c:6](-[c:7]2[cH:8][cH:9][c:10]([CH2:11][S:19][CH2:20][CH2:21][OH:22])[cH:12][cH:13]2)[cH:14][cH:15][cH:16]1)=[O:17])[CH3:18].[CH2:23]([CH3:24])[O:25][C:26](=[O:27])[c:28]1[c:29](-[c:34]2[c:35]([CH2:40][Br:41])[cH:36][cH:37][cH:38][cH:39]2)[cH:30][cH:31][cH:32][cH:33]1.[K+:50].[K+:51].[O:52]=[CH:53][N:54]([CH3:55])[CH3:56].[SH:42][CH2:43][CH2:44][OH:45]>>[S:19]([CH2:20][CH2:21][OH:22])[CH2:40][c:35]1[c:34](-[c:29]2[c:28]([C:26]([O:25][CH2:23][CH3:24])=[O:27])[cH:33][cH:32][cH:31][cH:30]2)[cH:39][cH:38][cH:37][cH:36]1. Reactants: Cc1ccc(S(=O)(=O)N2C(CCCl)CCC2c2ccc(F)cc2)cc1, c1nnn[nH]1. Yields the product Cc1ccc(S(=O)(=O)N2C(CCn3cnnn3)CCC2c2ccc(F)cc2)cc1. Reaction SMILES: [Cl:1][CH2:2][CH2:3][CH:4]1[N:5]([S:16](=[O:17])(=[O:18])[c:19]2[cH:20][cH:21][c:22]([CH3:25])[cH:23][cH:24]2)[CH:6]([c:9]2[cH:10][cH:11][c:12]([F:15])[cH:13][cH:14]2)[CH2:7][CH2:8]1.[nH:26]1[n:27][n:28][n:29][cH:30]1>>[CH2:2]([CH2:3][CH:4]1[N:5]([S:16](=[O:17])(=[O:18])[c:19]2[cH:20][cH:21][c:22]([CH3:25])[cH:23][cH:24]2)[CH:6]([c:9]2[cH:10][cH:11][c:12]([F:15])[cH:13][cH:14]2)[CH2:7][CH2:8]1)[n:26]1[n:27][n:28][n:29][cH:30]1.